This data is from the Open Reaction Database (ORD), a public repository of structured organic reaction records. The task is: describe an organic reaction: reactants, conditions, products, and yield Starting materials: ClC1=CC=CC=2N(C(=NC21)NC(C)C)[C@@H]2[C@@H](OC(C)=O)[C@@H](OC(C)=O)[C@@H](O2)COC(C)=O (4-Chloro-2-(isopropylamino)-1-(2,3,5-tri-O-acetyl-beta-L-ribofuranosyl)-1H-benzimidazole), CO (methanol), C([O-])([O-])=O.[Na+].[Na+] (sodium carbonate), O (water). Run in C(C)O (ethanol). Product: ClC1=CC=CC=2N(C(=NC21)NC(C)C)[C@@H]2[C@@H](O)[C@@H](O)[C@@H](O2)CO (4-Chloro-2-(isopropylamino)-1-(beta-L-ribofuranosyl)-1H-benzimidazole). Isolated yield 68.4%. As a reaction SMILES: [Cl:1][C:2]1[C:10]2[N:9]=[C:8]([NH:11][CH:12]([CH3:14])[CH3:13])[N:7]([C@H:15]3[O:27][C@@H:26]([CH2:28][O:29]C(=O)C)[C@H:21]([O:22]C(=O)C)[C@@H:16]3[O:17]C(=O)C)[C:6]=2[CH:5]=[CH:4][CH:3]=1.C(=O)([O-])[O-].[Na+].[Na+].O.CO>C(O)C>[Cl:1][C:2]1[C:10]2[N:9]=[C:8]([NH:11][CH:12]([CH3:14])[CH3:13])[N:7]([C@H:15]3[O:27][C@@H:26]([CH2:28][OH:29])[C@H:21]([OH:22])[C@@H:16]3[OH:17])[C:6]=2[CH:5]=[CH:4][CH:3]=1 |f:1.2.3|. Procedure details: 4-Chloro-2-(isopropylamino)-1-(2,3,5-tri-O-acetyl-beta-L-ribofuranosyl)-1H-benzimidazole (2.24 g, 4.79 mmol), sodium carbonate (0.67 g, 6.32 mmol), water (7 mL), methanol (14 mL) and ethanol (20 mL) were used according to general procedure III. The product was purified by silica gel chromatography using 10:1 dichloromethane/methanol to afford 1.12 g (68%) of a white solid: m.p. 225-227° C. Anal. calcd for C15H20ClN3O4: C, 52.77; H, 5.91; N, 12.32. Found: C, 52.79; H, 5.96; N, 12.25. Starting materials: O=C1CC2C(CC(OC(=O)c3ccccc3)C2CO)O1, ClCCl, Cc1ccccc1, O=[Cr](=O)=O, c1ccncc1. The product is O=CC1C(OC(=O)c2ccccc2)CC2OC(=O)CC21. As a reaction SMILES: [C:11]([c:12]1[cH:13][cH:14][cH:15][cH:16][cH:17]1)(=[O:18])[O:19][CH:20]1[CH:21]([CH2:29][OH:30])[CH:22]2[CH:23]([O:24][C:25](=[O:27])[CH2:26]2)[CH2:28]1.[CH2:31]([Cl:32])[Cl:33].[CH3:34][c:35]1[cH:36][cH:37][cH:38][cH:39][cH:40]1.[O:1]=[Cr:2](=[O:3])=[O:4].[cH:5]1[cH:6][cH:7][n:8][cH:9][cH:10]1>>[C:11]([c:12]1[cH:13][cH:14][cH:15][cH:16][cH:17]1)(=[O:18])[O:19][CH:20]1[CH:21]([CH:29]=[O:30])[CH:22]2[CH:23]([O:24][C:25](=[O:27])[CH2:26]2)[CH2:28]1. Starting materials: C(C)OC(=O)C=1N=C(SC1)Br (2-bromo-thiazole-4-carboxylic acid ethyl ester), [Li+].[OH-] (LiOH). The solvent is CO (MeOH), O (water), CO (MeOH). Reaction conditions: time 4 hour. Yields the product BrC=1SC=C(N1)C(=O)O (2-bromo-thiazole-4-carboxylic acid). Reaction SMILES: C([O:3][C:4]([C:6]1[N:7]=[C:8]([Br:11])[S:9][CH:10]=1)=[O:5])C.[Li+].[OH-]>CO.O>[Br:11][C:8]1[S:9][CH:10]=[C:6]([C:4]([OH:5])=[O:3])[N:7]=1 |f:1.2|. Reported procedure: To a solution of 2-bromo-thiazole-4-carboxylic acid ethyl ester (Combi-Blocks, Inc., San Diego, Calif.; 5 g, 21.2 mmol) in MeOH (25 mL) and water (25 mL) was added LiOH (0.56 g, 23.3 mmol). After stirring for 4 h at reflux temperature, MeOH was evaporated in vacuo. To the residue was added more water, the mixture was acidified to pH 2 with concentrated HCl (3 mL), and extracted with EtOAc. The combined extracts were evaporated to give 2-bromo-thiazole-4-carboxylic acid which was used without fur... The reactants are N1C=NC=C1 (Imidazole), IC(CO)=C (2-iodoprop-2-en-1-ol), [Si](C)(C)(C(C)(C)C)Cl (Tert-butyldimethylsilyl chloride). The solvent is ClCCl (dichloromethane). Conditions: time 10 minute. The product is C(C)(C)(C)[Si](C)(C)OCC(=C)I (tert-butyl((2-iodoallyl)oxy)dimethylsilane). RXN SMILES: [I:1][C:2](=[CH2:5])[CH2:3][OH:4].N1C=CN=C1.[Si:11](Cl)([C:14]([CH3:17])([CH3:16])[CH3:15])([CH3:13])[CH3:12]>ClCCl>[C:14]([Si:11]([O:4][CH2:3][C:2]([I:1])=[CH2:5])([CH3:13])[CH3:12])([CH3:17])([CH3:16])[CH3:15]. Reported procedure: A stirred solution of 2-iodoprop-2-en-1-ol (24 g, 130.4 mmol) in dry dichloromethane (500 mL) was cooled to 0° C. Imidazole (17.75 g, 260.9 mmol) was added in several portions, and the mixture was stirred for 10 minutes. Tert-butyldimethylsilyl chloride (29.49 g, 195.9 mmol) was added in several portions at 0° C., and the reaction mixture was slowly warmed to room temperature and stirred for 3 h. The reaction mixture was quenched with water (100 mL), and the organic phase was separated. The orga... Reactants: NC1=C(C(=O)N)C=C(C=N1)C (2-amino-5-methylnicotinamide), BrCC1=C(C=CC(=C1)Cl)S(=O)(=O)C (2-(bromomethyl)-4-chloro-1-(methylsulfonyl)benzene), C(C)(=O)OCC (ethyl acetate). The solvent is CN(C=O)C (N,N-dimethylformamide). Run at temperature 100 celsius, time 4 hour. The product is Cl.ClC=1C=CC(=C(CN2C(C(=CC(=C2)C)C(=O)N)=N)C1)S(=O)(=O)C (1-[5-chloro-2-(methylsulfonyl)benzyl]-2-imino-5-methyl-1,2-dihydropyridine-3-carboxamide hydrochloride). The yield is 29.7%. RXN SMILES: [NH2:1][C:2]1[N:10]=[CH:9][C:8]([CH3:11])=[CH:7][C:3]=1[C:4]([NH2:6])=[O:5].Br[CH2:13][C:14]1[CH:19]=[C:18]([Cl:20])[CH:17]=[CH:16][C:15]=1[S:21]([CH3:24])(=[O:23])=[O:22].C(OCC)(=O)C>CN(C)C=O>[ClH:20].[Cl:20][C:18]1[CH:17]=[CH:16][C:15]([S:21]([CH3:24])(=[O:23])=[O:22])=[C:14]([CH:19]=1)[CH2:13][N:10]1[CH:9]=[C:8]([CH3:11])[CH:7]=[C:3]([C:4]([NH2:6])=[O:5])[C:2]1=[NH:1] |f:4.5|. Procedure details: To a solution (3 ml) of 2-amino-5-methylnicotinamide (100 mg) in N,N-dimethylformamide was added 2-(bromomethyl)-4-chloro-1-(methylsulfonyl)benzene (220 mg), and the mixture was stirred at 100° C. for 4 hr. The mixture was allowed to cool to room temperature, ethyl acetate was added, and the precipitated crystals were collected by filtration. The obtained crystals were dissolved in 1N sodium hydroxide solution, and the solution was extracted with ethyl acetate. The organic layer was washed with ... Starting materials: C1CCOC1, CC(C)n1ccc2ccc(C3=CCN(C)CC3)cc21, O=C(O)C(F)(F)F, CC(C)n1ccc2ccc(C3(O)CCN(C)CC3)cc21. Product: CN1CC=C(c2ccc3cc[nH]c3c2)CC1. Reaction SMILES: [CH2:47]1[O:48][CH2:49][CH2:50][CH2:51]1.[CH3:1][N:2]1[CH2:3][CH:4]=[C:5]([c:8]2[cH:9][cH:10][c:11]3[cH:12][cH:13][n:14]([CH:17]([CH3:18])[CH3:19])[c:15]3[cH:16]2)[CH2:6][CH2:7]1.[F:40][C:41]([F:42])([F:43])[C:44]([OH:45])=[O:46].[OH:20][C:21]1([c:22]2[cH:23][c:24]3[c:25]([cH:26][cH:27][n:28]3[CH:29]([CH3:30])[CH3:31])[cH:32][cH:33]2)[CH2:34][CH2:35][N:36]([CH3:37])[CH2:38][CH2:39]1>>[CH3:1][N:2]1[CH2:3][CH:4]=[C:5]([c:8]2[cH:9][cH:10][c:11]3[cH:12][cH:13][nH:14][c:15]3[cH:16]2)[CH2:6][CH2:7]1. The reactants are CCO, [Na+], [OH-], CCOC(=O)N1CCN(c2cc(-c3ccccc3)cs2)CC1. Yields the product c1ccc(-c2csc(N3CCNCC3)c2)cc1. Reaction SMILES: [CH3:25][CH2:26][OH:27].[Na+:24].[OH-:23].[c:1]1(-[c:7]2[cH:8][c:9]([N:12]3[CH2:13][CH2:14][N:15]([C:18]([O:19][CH2:20][CH3:21])=[O:22])[CH2:16][CH2:17]3)[s:10][cH:11]2)[cH:2][cH:3][cH:4][cH:5][cH:6]1>>[c:1]1(-[c:7]2[cH:8][c:9]([N:12]3[CH2:13][CH2:14][NH:15][CH2:16][CH2:17]3)[s:10][cH:11]2)[cH:2][cH:3][cH:4][cH:5][cH:6]1. Reactants: BrC1=CC=C2COC(=O)C2=C1 (6-Bromophthalide), BrN1C(CCC1=O)=O (N-bromosuccinimide), N(=NCCCC#N)CCCC#N (azobisbutyronitrile). The solvent is C(Cl)(Cl)(Cl)Cl (carbon tetrachloride). The product is BrC1OC(=O)C2=CC(=CC=C12)Br (3,6-Dibromo-Phthalide). As a reaction SMILES: [Br:1][C:2]1[CH:11]=[C:10]2[C:5]([CH2:6][O:7][C:8]2=[O:9])=[CH:4][CH:3]=1.[Br:12]N1C(=O)CCC1=O.N(CCCC#N)=NCCCC#N>C(Cl)(Cl)(Cl)Cl>[Br:12][CH:6]1[C:5]2[C:10](=[CH:11][C:2]([Br:1])=[CH:3][CH:4]=2)[C:8](=[O:9])[O:7]1. Reported procedure: 6-Bromophthalide (5.85 gms; 0.0275 mole), N-bromosuccinimide (4.89 gm; 0.0275 mole) and azobisbutyronitrile (0.1 gm) were gently refluxed in dry carbon tetrachloride (200 ml.) for 2 hours. On cooling, the succinimide was filtered off and the solvent removed in vacuo to give an oil, which was used immediately.